Dataset: the Open Reaction Database (ORD), a public repository of structured organic reaction records. Task: describe an organic reaction: reactants, conditions, products, and yield The reactants are NC=1C(=NC2=CC=C(C=C2N1)Cl)OC (3-Amino-6-chloro-2-methoxyquinoxaline), ClC(=O)OCC (ethyl chloroformate), N1=CC=CC=C1 (pyridine). Solvent: ClCCl (dichloromethane). Reaction conditions: time 10 hour. Product: ClC=1C=C2N=C(C(=NC2=CC1)OC)NC(OCC)=O (Ethyl N-(6-chloro-2-methoxyquinoxalin-3-yl)carbamate). The yield is 95.0%. As a reaction SMILES: [NH2:1][C:2]1[C:3]([O:13][CH3:14])=[N:4][C:5]2[C:10]([N:11]=1)=[CH:9][C:8]([Cl:12])=[CH:7][CH:6]=2.Cl[C:16]([O:18][CH2:19][CH3:20])=[O:17].N1C=CC=CC=1>ClCCl>[Cl:12][C:8]1[CH:9]=[C:10]2[C:5](=[CH:6][CH:7]=1)[N:4]=[C:3]([O:13][CH3:14])[C:2]([NH:1][C:16](=[O:17])[O:18][CH2:19][CH3:20])=[N:11]2. Reported procedure: 3-Amino-6-chloro-2-methoxyquinoxaline (629 mg, 3.00 mmol) and ethyl chloroformate (391 mg, 3.60 mmol) were dissolved in dichloromethane (50 ml) at room temperature and thereto pyridine (285 mg, 3.60 mmol) was added. The resulting mixture was stirred at room temperature for 10 hours and concentrated under the reduced pressure to remove the solvent, and purified by SiO2 column chromatography. Extraction of the residue with a n-hexane:ethyl acetate (3:1) mixture and concentration gave 803 mg of the... Reactants: Cl.IC1=CC=C(CN)C=C1 (4-iodobenzylamine hydrochloride), C(=O)(OC(C)(C)C)NCC(=O)O (N-Boc-glycine), C(O)([O-])=O.[Na+] (sodium hydrogencarbonate), C(C)(=O)OCC (ethyl acetate). Run in O1CCCC1 (tetrahydrofuran), CN1CCOCC1 (N-methylmorpholine), ClC(=O)OCC(C)C (isobutyl chloroformate). Reaction conditions: time 30 minute. Product: IC1=CC=C(CNC(CNC(OC(C)(C)C)=O)=O)C=C1 (tert-butyl (2-((4-iodobenzyl)amino)-2-oxoethyl)carbamate). Isolated yield 118.8%. As a reaction SMILES: [C:1]([NH:8][CH2:9][C:10]([OH:12])=O)([O:3][C:4]([CH3:7])([CH3:6])[CH3:5])=[O:2].Cl.[I:14][C:15]1[CH:22]=[CH:21][C:18]([CH2:19][NH2:20])=[CH:17][CH:16]=1.C(=O)([O-])O.[Na+].C(OCC)(=O)C>O1CCCC1.CN1CCOCC1.ClC(OCC(C)C)=O>[I:14][C:15]1[CH:22]=[CH:21][C:18]([CH2:19][NH:20][C:10](=[O:12])[CH2:9][NH:8][C:1](=[O:2])[O:3][C:4]([CH3:5])([CH3:6])[CH3:7])=[CH:17][CH:16]=1 |f:1.2,3.4|. Reported procedure: To a solution of N-Boc-glycine (325 mg) in tetrahydrofuran (3 mL), N-methylmorpholine (1.0 mL) and isobutyl chloroformate (244 μL) were added under ice cooling, and the mixture was stirred at the same temperature for 30 minutes. To the reaction mixture, 4-iodobenzylamine hydrochloride (250 mg) was added under ice cooling, and the mixture was stirred at the same temperature for 1 hour and 30 minutes. To the reaction mixture, saturated aqueous sodium hydrogencarbonate and ethyl acetate were added....